This data is from the Open Reaction Database (ORD), a public repository of structured organic reaction records. The task is: describe an organic reaction: reactants, conditions, products, and yield Starting materials: CN(C)C=O (DMF), [H-].[Na+] (Sodium hydride), CCCCCC (hexane), OC1=CC=C(C=C1)CC(=O)O (4-hydroxyphenylacetic acid). Conditions: temperature 4 celsius, time 30 minute. Product: OC1=CC=C(C=C1)CC(=O)OCC1=CC=CC=C1 (benzyl 4-hydroxyphenylacetate). As a reaction SMILES: [H-].[Na+].[CH3:3][CH2:4][CH2:5][CH2:6][CH2:7][CH3:8].[OH:9][C:10]1[CH:15]=[CH:14][C:13]([CH2:16][C:17]([OH:19])=[O:18])=[CH:12][CH:11]=1.[CH3:20]N(C=O)C>>[OH:9][C:10]1[CH:11]=[CH:12][C:13]([CH2:16][C:17]([O:19][CH2:20][C:5]2[CH:4]=[CH:3][CH:8]=[CH:7][CH:6]=2)=[O:18])=[CH:14][CH:15]=1 |f:0.1|. Reported procedure: Sodium hydride (50% w/w dispersion in mineral oil, 3.7 g) was treated under argon with repeated washes of hexane. The oil-free residue was suspended in dry DMF (100 ml) and 4-hydroxyphenylacetic acid (13.0 g) was added portionwise to the stirred cooled (4° C.) mixture. After 30 minutes, benzyl bormide (9.2 ml) was added dropwise and, after a further 1 hour at 4° C., stirring was continued overnight at ambient temperature. The solvent was evaporated in vacuo and the residue partitioned between et... Reactants: CSC=1S\C(\C(N1)=O)=C/C=1C=C2C=CC=NC2=CC1 (2-methylsulfanyl-5-[1-quinolin-6-yl-meth-(Z)-ylidene]-thiazol-4-one), C1C(CCCC1)NC (2-cyclohexyl-methylamine), CCN(C(C)C)C(C)C (DIEA). Product: C1(CCCCC1)CNC=1S\C(\C(N1)=O)=C/C=1C=C2C=CC=NC2=CC1 (2-(cyclohexylmethyl-amino)-5-[1-quinolin-6-yl-meth-(Z)-ylidene]-thiazol-4-one). As a reaction SMILES: CS[C:3]1[S:4]/[C:5](=[CH:9]\[C:10]2[CH:11]=[C:12]3[C:17](=[CH:18][CH:19]=2)[N:16]=[CH:15][CH:14]=[CH:13]3)/[C:6](=[O:8])[N:7]=1.[CH2:20]1[CH2:25][CH2:24][CH2:23][CH2:22][CH:21]1NC.C[CH2:29][N:30](C(C)C)C(C)C>>[CH:21]1([CH2:29][NH:30][C:3]2[S:4]/[C:5](=[CH:9]\[C:10]3[CH:11]=[C:12]4[C:17](=[CH:18][CH:19]=3)[N:16]=[CH:15][CH:14]=[CH:13]4)/[C:6](=[O:8])[N:7]=2)[CH2:22][CH2:23][CH2:24][CH2:25][CH2:20]1. Reported procedure: Similar procedure as described in example 1b was used, starting from 2-methylsulfanyl-5-[1-quinolin-6-yl-meth-(Z)-ylidene]-thiazol-4-one, 2-cyclohexyl-methylamine and DIEA to give 2-(cyclohexylmethyl-amino)-5-[1-quinolin-6-yl-meth-(Z)-ylidene]-thiazol-4-one. LC-MS m/e 352 (MH+). Starting materials: Brc1ccc(Br)nc1, C1CNCCN1, CO, ClCCl. The product is Brc1ccc(N2CCNCC2)nc1. RXN SMILES: [Br:1][c:2]1[n:3][cH:4][c:5]([Br:8])[cH:6][cH:7]1.[CH2:9]1[CH2:10][NH:11][CH2:12][CH2:13][NH:14]1.[CH3:18][OH:19].[Cl:15][CH2:16][Cl:17]>>[c:2]1([N:11]2[CH2:10][CH2:9][NH:14][CH2:13][CH2:12]2)[n:3][cH:4][c:5]([Br:8])[cH:6][cH:7]1. Starting materials: CCCN=C=O, C1CN2CCN1CC2, Cc1ccccc1, COC(=O)C(COc1cccc(-c2cccc(N)c2)c1)NC(c1ccccc1)(c1ccccc1)c1ccccc1. Yields the product CCCNC(=O)Nc1cccc(-c2cccc(OCC(NC(c3ccccc3)(c3ccccc3)c3ccccc3)C(=O)OC)c2)c1. RXN SMILES: [CH2:41]([CH2:42][CH3:43])[N:44]=[C:45]=[O:46].[CH2:47]1[N:48]2[CH2:49][CH2:50][N:51]([CH2:52][CH2:53]2)[CH2:54]1.[CH3:55][c:56]1[cH:57][cH:58][cH:59][cH:60][cH:61]1.[NH2:1][c:2]1[cH:3][c:4](-[c:8]2[cH:9][c:10]([O:14][CH2:15][CH:16]([NH:17][C:18]([c:19]3[cH:20][cH:21][cH:22][cH:23][cH:24]3)([c:25]3[cH:26][cH:27][cH:28][cH:29][cH:30]3)[c:31]3[cH:32][cH:33][cH:34][cH:35][cH:36]3)[C:37](=[O:38])[O:39][CH3:40])[cH:11][cH:12][cH:13]2)[cH:5][cH:6][cH:7]1>>[NH:1]([c:2]1[cH:3][c:4](-[c:8]2[cH:9][c:10]([O:14][CH2:15][CH:16]([NH:17][C:18]([c:19]3[cH:20][cH:21][cH:22][cH:23][cH:24]3)([c:25]3[cH:26][cH:27][cH:28][cH:29][cH:30]3)[c:31]3[cH:32][cH:33][cH:34][cH:35][cH:36]3)[C:37](=[O:38])[O:39][CH3:40])[cH:11][cH:12][cH:13]2)[cH:5][cH:6][cH:7]1)[C:45]([NH:44][CH2:41][CH2:42][CH3:43])=[O:46]. Reactants: stock solution, NCCC1=CC=C(C=C1)C1=CC=C(C=C1)C(CNS(=O)(=O)C(C)C)C (N-2-(4-(4-(2-aminoethyl)phenyl)phenyl)propyl 2-propanesulfonamide), COC=1C=C(C(=O)Cl)C=CC1 (3-methoxybenzoyl chloride). Product: COC=1C=C(C(=O)NCCC2=CC=C(C=C2)C2=CC=C(C=C2)C(CNS(=O)(=O)C(C)C)C)C=CC1 (N-2-(4-(4-(2-(3-methoxybenzamido)-ethyl)phenyl)phenyl)propyl 2-propanesulfonamide). Reaction SMILES: [NH2:1][CH2:2][CH2:3][C:4]1[CH:9]=[CH:8][C:7]([C:10]2[CH:15]=[CH:14][C:13]([CH:16]([CH3:25])[CH2:17][NH:18][S:19]([CH:22]([CH3:24])[CH3:23])(=[O:21])=[O:20])=[CH:12][CH:11]=2)=[CH:6][CH:5]=1.[CH3:26][O:27][C:28]1[CH:29]=[C:30]([CH:34]=[CH:35][CH:36]=1)[C:31](Cl)=[O:32]>>[CH3:26][O:27][C:28]1[CH:29]=[C:30]([CH:34]=[CH:35][CH:36]=1)[C:31]([NH:1][CH2:2][CH2:3][C:4]1[CH:5]=[CH:6][C:7]([C:10]2[CH:15]=[CH:14][C:13]([CH:16]([CH3:25])[CH2:17][NH:18][S:19]([CH:22]([CH3:24])[CH3:23])(=[O:21])=[O:20])=[CH:12][CH:11]=2)=[CH:8][CH:9]=1)=[O:32]. Procedure details: The title compound was prepared following the method of Example 147 and using 1 mL of a stock solution of 0.6 g (1.8 mmol) of material from Example 50 and 18 mg (0.11 mmol) 3-methoxybenzoyl chloride. NMR was consistent with the proposed compound. Yields the product C(C1=CC=CC=C1)OCC=1[C@H]([C@@H]([C@H]([C@@H](C1)OC1=C(C=C(C=C1)Cl)CC1=CC=C(C=C1)CC)OCC1=CC=CC=C1)OCC1=CC=CC=C1)OCC1=CC=CC=C1 (((1S,2S,3R,6R)-4-(benzyloxymethyl)-6-(4-chloro-2-(4-ethylbenzyl)phenoxy)cyclohex-4-ene-1,2,3-triyl)tris(oxy)tris(methylene)tribenzene). Conditions: time 48 hour. Solvent: C1CCOC1 (THF). Yield: 22.0%. The reactants are CC(C)OC(=O)/N=N/C(=O)OC(C)C (DIAD), C(C1=CC=CC=C1)O[C@@H]1C(=C[C@@H]([C@@H]([C@H]1OCC1=CC=CC=C1)OCC1=CC=CC=C1)O)COCC1=CC=CC=C1 ((1S,4R,5S,6S)-4,5,6-tris(benzyloxy)-3-(benzyloxymethyl)cyclohex-2-enol), C1(=CC=CC=C1)P(C1=CC=CC=C1)C1=CC=CC=C1 (triphenylphosphine), ClC1=CC(=C(C=C1)O)CC1=CC=C(C=C1)CC (4-chloro-2-(4-ethylbenzyl)phenol). Procedure details: In a argon stream, (1S,4R,5S,6S)-4,5,6-tris(benzyloxy)-3-(benzyloxymethyl)cyclohex-2-enol (0.5 g, 0.933 mmol) and triphenylphosphine (367 mg, 1.400 mmol) were added to a THF (6 mL) solution of 4-chloro-2-(4-ethylbenzyl)phenol (345 mg, 1.400 mmol) at room temperature. DIAD (0.276 mL, 1.400 mmol) was added thereto at the same temperature. The reaction mixture was stirred for 48 h. The reaction mixture was concentrated under reduce pressure, and the obtained residue was purified by prepared LC-MS t... RXN SMILES: [CH2:1]([O:8][C@H:9]1[C@H:14]([O:15][CH2:16][C:17]2[CH:22]=[CH:21][CH:20]=[CH:19][CH:18]=2)[C@@H:13]([O:23][CH2:24][C:25]2[CH:30]=[CH:29][CH:28]=[CH:27][CH:26]=2)[C@@H:12]([OH:31])[CH:11]=[C:10]1[CH2:32][O:33][CH2:34][C:35]1[CH:40]=[CH:39][CH:38]=[CH:37][CH:36]=1)[C:2]1[CH:7]=[CH:6][CH:5]=[CH:4][CH:3]=1.C1(P(C2C=CC=CC=2)C2C=CC=CC=2)C=CC=CC=1.[Cl:60][C:61]1[CH:66]=[CH:65][C:64](O)=[C:63]([CH2:68][C:69]2[CH:74]=[CH:73][C:72]([CH2:75][CH3:76])=[CH:71][CH:70]=2)[CH:62]=1.CC(OC(/N=N/C(OC(C)C)=O)=O)C>C1COCC1>[CH2:34]([O:33][CH2:32][C:10]1[C@@H:9]([O:8][CH2:1][C:2]2[CH:7]=[CH:6][CH:5]=[CH:4][CH:3]=2)[C@H:14]([O:15][CH2:16][C:17]2[CH:22]=[CH:21][CH:20]=[CH:19][CH:18]=2)[C@@H:13]([O:23][CH2:24][C:25]2[CH:26]=[CH:27][CH:28]=[CH:29][CH:30]=2)[C@H:12]([O:31][C:64]2[CH:65]=[CH:66][C:61]([Cl:60])=[CH:62][C:63]=2[CH2:68][C:69]2[CH:70]=[CH:71][C:72]([CH2:75][CH3:76])=[CH:73][CH:74]=2)[CH:11]=1)[C:35]1[CH:36]=[CH:37][CH:38]=[CH:39][CH:40]=1. Run in CN(C)C=O (DMF). Reactants: CC=1C=C(C=C(C1)C)C=C(C(=O)O)C1=CC=C(C=C1)O (3-(3,5-Dimethylphenyl)-2-(4-hydroxyphenyl)-acrylic acid), [H-].[Na+] (sodium hydride), C(CC(O)(C(=O)O)CC(=O)O)(=O)O (citric acid), FC1=CC=C(C=O)C=C1 (4-fluorobenzaldehyde). Reaction conditions: time 16 hour. Procedure: To a solution of 44 (2.65 g, 10 mmol) in DMF (20 mL) was added sodium hydride (60% dispersion in mineral oil, 0.88 g, 22 mmol). After gas evolution ceased 4-fluorobenzaldehyde (1.60 g, 15 mmol) was added and the reaction was stirred for 16 h. The mixture was poured over 10% citric acid (100 mL), after which a bright yellow solid formed. The solid was washed with water and then the wet solid was azeotroped and recrystallized from toluene to yield 2.97 g (80%) of a yellow solid 45. Reaction SMILES: [CH3:1][C:2]1[CH:3]=[C:4]([CH:9]=[C:10]([C:14]2[CH:19]=[CH:18][C:17]([OH:20])=[CH:16][CH:15]=2)[C:11]([OH:13])=[O:12])[CH:5]=[C:6]([CH3:8])[CH:7]=1.[H-].[Na+].F[C:24]1[CH:31]=[CH:30][C:27]([CH:28]=[O:29])=[CH:26][CH:25]=1.C(O)(=O)CC(CC(O)=O)(C(O)=O)O>CN(C=O)C>[CH3:1][C:2]1[CH:3]=[C:4]([CH:9]=[C:10]([C:14]2[CH:15]=[CH:16][C:17]([O:20][C:24]3[CH:31]=[CH:30][C:27]([CH:28]=[O:29])=[CH:26][CH:25]=3)=[CH:18][CH:19]=2)[C:11]([OH:13])=[O:12])[CH:5]=[C:6]([CH3:8])[CH:7]=1 |f:1.2|. Yields the product CC=1C=C(C=C(C1)C)C=C(C(=O)O)C1=CC=C(C=C1)OC1=CC=C(C=C1)C=O (3-(3,5-Dimethylphenyl)-2-[4-(4-formylphenoxy)-phenyl]-acrylic acid). Isolated yield 79.8%.